From a dataset of the Open Reaction Database (ORD), a public repository of structured organic reaction records. describe an organic reaction: reactants, conditions, products, and yield Yield: 28.4%. Solvent: C(C)O (ethyl alcohol). As a reaction SMILES: [CH2:1]([O:3][C:4]1[C:13]2[C:8](=[CH:9][CH:10]=[C:11]([CH:14]=O)[CH:12]=2)[N:7]=[CH:6][N:5]=1)[CH3:2].[F:16][C:17]1[CH:18]=[C:19]([CH2:23][CH2:24][NH:25][C:26]2[S:27][CH2:28][C:29](=[O:31])[N:30]=2)[CH:20]=[CH:21][CH:22]=1.N1CCCCC1>C(O)C>[CH2:1]([O:3][C:4]1[C:13]2[C:8](=[CH:9][CH:10]=[C:11](/[CH:14]=[C:28]3/[C:29](=[O:31])[N:30]=[C:26]([NH:25][CH2:24][CH2:23][C:19]4[CH:20]=[CH:21][CH:22]=[C:17]([F:16])[CH:18]=4)[S:27]/3)[CH:12]=2)[N:7]=[CH:6][N:5]=1)[CH3:2]. Reactants: C(C)OC1=NC=NC2=CC=C(C=C12)C=O (4-ethoxy-quinazoline-6-carbaldehyde), FC=1C=C(C=CC1)CCNC=1SCC(N1)=O (2-[2-(3-Fluoro-phenyl)-ethylamino]-thiazol-4-one), N1CCCCC1 (piperidine). Reported procedure: The mixture of 4-ethoxy-quinazoline-6-carbaldehyde (example 10b, 20 mg, 0.1 mmol,), 2-[2-(3-Fluoro-phenyl)-ethylamino]-thiazol-4-one (example 10c, 24 mg, 0.1 mmol) and piperidine (10 ul, 0.1 mmol) in anhydrous ethyl alcohol (1 ml) was microwaved at 160° C. for 25 min. After cooling the reaction to room temperature, the solid was collected by filtration, then washed with MeOH and dried to afford 5-[1-(4-ethoxy-quinazolin-6-yl)-meth-(Z)-ylidene]-2-[2-(3-fluoro-phenyl)-ethylamino]-thiazol-4-one (12... Product: C(C)OC1=NC=NC2=CC=C(C=C12)\C=C/1\C(N=C(S1)NCCC1=CC(=CC=C1)F)=O (5-[1-(4-ethoxy-quinazolin-6-yl)-meth-(Z)-ylidene]-2-[2-(3-fluoro-phenyl)-ethylamino]-thiazol-4-one). The reactants are C(C#CC)OC1=CC=C(C=C1)S(=O)(=O)C1(CN(CCC1)CC1=CC=C(C=C1)Cl)C(=O)O (3-{[4-(2-butynyloxy)phenyl]sulfonyl}-1-(4-chlorobenzyl)-3-piperidinecarboxylic acid), Cl.C(C#CC)OC1=CC=C(C=C1)S(=O)(=O)C1(CN(CCC1)CC1=CC=C(C=C1)Cl)C(=O)NO (3-{[4-(2-butynyloxy)phenyl]sulfonyl}-1-(4-chlorobenzyl)-3-N-hydroxy-3-piperidinecarboxamide hydrogen chloride). The product is C(C#CC)OC1=CC=C(C=C1)S(=O)(=O)C1(CN(CCC1)CC1=CC=C(C=C1)Cl)C(=O)NO (3-{[4-(2-butynyloxy)phenyl]sulfonyl}-1-(4-chlorobenzyl)-N-hydroxy-3-piperidinecarboxamide). Yield: 43.0%. RXN SMILES: C(OC1C=CC(S(C2(C(O)=O)CCCN(CC3C=CC(Cl)=CC=3)C2)(=O)=O)=CC=1)C#CC.Cl.[CH2:33]([O:37][C:38]1[CH:43]=[CH:42][C:41]([S:44]([C:47]2([C:61]([NH:63][OH:64])=[O:62])[CH2:52][CH2:51][CH2:50][N:49]([CH2:53][C:54]3[CH:59]=[CH:58][C:57]([Cl:60])=[CH:56][CH:55]=3)[CH2:48]2)(=[O:46])=[O:45])=[CH:40][CH:39]=1)[C:34]#[C:35][CH3:36]>>[CH2:33]([O:37][C:38]1[CH:43]=[CH:42][C:41]([S:44]([C:47]2([C:61]([NH:63][OH:64])=[O:62])[CH2:52][CH2:51][CH2:50][N:49]([CH2:53][C:54]3[CH:55]=[CH:56][C:57]([Cl:60])=[CH:58][CH:59]=3)[CH2:48]2)(=[O:45])=[O:46])=[CH:40][CH:39]=1)[C:34]#[C:35][CH3:36] |f:1.2|. Reported procedure: Starting from 3-{[4-(2-butynyloxy)phenyl]sulfonyl}-1-(4-chlorobenzyl)-3-piperidinecarboxylic acid (1.1 g, 2.4 mmol) and and following the procedure as outlined in example 1, (step 8), 0.48 g of 3-{[4-(2-butynyloxy)phenyl]sulfonyl}-1-(4-chlorobenzyl)-3-N-hydroxy-3-piperidinecarboxamide hydrogen chloride was isolated as a white solid. Yield 43%; mp 124.4° C.; MS (ES): m/z: 477.1 (M+H)+; 1H NMR (300 MHz, DMSO-d6): δ2.0 (m, 2H), 3.39 (m, 5H), 4.27 (d, 2H), 4.89 (m, 2H), 7.14 (d, 2H), 7.15 (m, 4H), 7... The reactants are CCOC(=O)N1CCNCC1, Fc1ccc(CCBr)cc1, O. Product: CCOC(=O)N1CCN(CCc2ccc(F)cc2)CC1. Reaction SMILES: [CH2:1]([CH3:2])[O:3][C:4](=[O:5])[N:6]1[CH2:7][CH2:8][NH:9][CH2:10][CH2:11]1.[F:12][c:13]1[cH:14][cH:15][c:16]([CH2:19][CH2:20][Br:21])[cH:17][cH:18]1.[OH2:22]>>[CH2:1]([CH3:2])[O:3][C:4](=[O:5])[N:6]1[CH2:7][CH2:8][N:9]([CH2:20][CH2:19][c:16]2[cH:15][cH:14][c:13]([F:12])[cH:18][cH:17]2)[CH2:10][CH2:11]1. As a reaction SMILES: [CH2:21]([CH3:22])[O:23][C:24]([CH2:25][O:26][CH2:27][CH:28]=[CH2:29])=[O:30].[CH2:41]1[O:42][CH2:43][CH2:44][CH2:45]1.[CH2:9]1[O:10][CH2:11][CH2:12][CH2:13]1.[CH3:14][CH2:15][CH2:16][CH2:17][CH2:18][CH2:19][CH3:20].[CH3:2][CH:3]([N-:4][CH:5]([CH3:6])[CH3:7])[CH3:8].[Li+:1].[O:31]=[CH:32][CH:33]=[CH:34][c:35]1[cH:36][cH:37][cH:38][cH:39][cH:40]1>>[CH2:21]([CH3:22])[O:23][C:24]([CH:25]([O:26][CH2:27][CH:28]=[CH2:29])[CH:32]([OH:31])[CH:33]=[CH:34][c:35]1[cH:36][cH:37][cH:38][cH:39][cH:40]1)=[O:30]. Reactants: C=CCOCC(=O)OCC, C1CCOC1, C1CCOC1, CCCCCCC, CC(C)[N-]C(C)C, [Li+], O=CC=Cc1ccccc1. Product: C=CCOC(C(=O)OCC)C(O)C=Cc1ccccc1.